This data is from the Open Reaction Database (ORD), a public repository of structured organic reaction records. The task is: describe an organic reaction: reactants, conditions, products, and yield Starting materials: O (water), [OH-].[K+] (KOH), BrC1=CC=C(C=C1)C(CCCBr)Br (1-bromo-4-(1,4-dibromobutyl)benzene), ClC=1C=C(C=C(C1)Cl)N1C(N(CC1=O)C)=O (3-(3,5-dichlorophenyl)-1-methylimidazolidine-2,4-dione). Solvent: CS(=O)C (DMSO). Reaction conditions: time 30 hour. Yields the product BrC1=CC=C(C=C1)[C@H]1[C@@]2(C(N(C(N2C)=O)C2=CC(=CC(=C2)Cl)Cl)=O)CCC1 ((5R*,6S*)-6-(4-Bromophenyl)-3-(3,5-dichlorophenyl)-1-methyl-1,3-diazaspiro[4.4]nonane-2,4-dione). The yield is 110.8%. As a reaction SMILES: [OH-].[K+].[Br:3][C:4]1[CH:9]=[CH:8][C:7]([CH:10](Br)[CH2:11][CH2:12][CH2:13]Br)=[CH:6][CH:5]=1.[Cl:16][C:17]1[CH:18]=[C:19]([N:24]2[C:28](=[O:29])[CH2:27][N:26]([CH3:30])[C:25]2=[O:31])[CH:20]=[C:21]([Cl:23])[CH:22]=1.O>CS(C)=O>[Br:3][C:4]1[CH:9]=[CH:8][C:7]([C@@H:10]2[CH2:11][CH2:12][CH2:13][C@:27]32[N:26]([CH3:30])[C:25](=[O:31])[N:24]([C:19]2[CH:18]=[C:17]([Cl:16])[CH:22]=[C:21]([Cl:23])[CH:20]=2)[C:28]3=[O:29])=[CH:6][CH:5]=1 |f:0.1|. Reported procedure: KOH flakes (1.3 g, 23.2 mmol) were added at RT to a solution of 1-bromo-4-(1,4-dibromobutyl)benzene (4.08 g, 10.6 mmol) (Preparation 4) and 3-(3,5-dichlorophenyl)-1-methylimidazolidine-2,4-dione (2.5 g, 9.6 mmol, prepared according to Fujinami et al. cited above) in dry DMSO (40 ml). After 30 h at RT, the reaction mixture was poured into water and extracted with EtOAc. The organic layer was dried over Na2SO4 and concentrated to yield an orange oil (4.98 g) which was chromatographed over silica g... Reactants: C1=NC=C(C2=CC=CC=C12)C=O (4-Isoquinolinecarboxaldehyde), Heterocyclic, B.CSC (borane methyl sulfide). The solvent is C1CCOC1 (THF). The product is OCC1=CN=CC2=CC=CC=C12 (4-Hydroxymethylisoquinoline). As a reaction SMILES: [CH:1]1[C:10]2[C:5](=[CH:6][CH:7]=[CH:8][CH:9]=2)[C:4]([CH:11]=[O:12])=[CH:3][N:2]=1.B.CSC>C1COCC1>[OH:12][CH2:11][C:4]1[C:5]2[C:10](=[CH:9][CH:8]=[CH:7][CH:6]=2)[CH:1]=[N:2][CH:3]=1 |f:1.2|. Procedure details: 4-Isoquinolinecarboxaldehyde (1 mmole) (prepared by the method of: J. B. Wommack, T. G. Barbee, Jr., D. J. Thoennes, M. A. McDonald and D. E. Pearson, J. Heterocyclic Chem., 1969, 6, 243-245.) is dissolved in anhydrous THF (50 mL) and treated with borane-methyl sulfide (0.3 mmoles) (as described in: E. Mincione, J. Org. Chem., 1978, 43, 1829-1830) at 0° C. for 0.5-1 h and worked up in the usual way to give the title compound.